This data is from the Open Reaction Database (ORD), a public repository of structured organic reaction records. The task is: describe an organic reaction: reactants, conditions, products, and yield The reactants are CC1=C(C(=O)O)C=CC=C1 (2-methylbenzoic acid), S(=O)(Cl)Cl (thionyl chloride). Product: CC1=C(C(=O)Cl)C=CC=C1 (2-methylbenzoyl chloride). Reaction SMILES: [CH3:1][C:2]1[CH:10]=[CH:9][CH:8]=[CH:7][C:3]=1[C:4](O)=[O:5].S(Cl)([Cl:13])=O>>[CH3:1][C:2]1[CH:10]=[CH:9][CH:8]=[CH:7][C:3]=1[C:4]([Cl:13])=[O:5]. Procedure: A solution of 2-methylbenzoic acid (10 g, 1.00 equiv) in thionyl chloride (50 mL) was refluxed overnight at 80° C. in an oil bath. The reaction mixture was concentrated under vacuum to afford 2-methylbenzoyl chloride (crude) as a colorless oil. Starting materials: [OH-].[K+] (potassium hydroxide), ice water, 2E, 4E, 6E, 10E, C(C)OC(C=C(C=CC=C(CCC=C(CCC=C(C)C)C)C)C)=O (3,7,11,15-tetramethyl-2,4,6,10,14-hexadecapentaenoic acid ethyl ester). The solvent is CC(C)O (2-propanol), CC(C)O (2-propanol). Run at time 10 minute. Yields the product 10E, CC(=CC(=O)O)C=CC=C(CCC=C(CCC=C(C)C)C)C (3,7,11,15-tetramethyl-2,4,6,10,14-hexadecapentaenoic acid). Yield: 80.3%. As a reaction SMILES: [OH-].[K+].C([O:5][C:6](=[O:26])[CH:7]=[C:8]([CH3:25])[CH:9]=[CH:10][CH:11]=[C:12]([CH3:24])[CH2:13][CH2:14][CH:15]=[C:16]([CH3:23])[CH2:17][CH2:18][CH:19]=[C:20]([CH3:22])[CH3:21])C>CC(O)C>[CH3:25][C:8]([CH:9]=[CH:10][CH:11]=[C:12]([CH3:24])[CH2:13][CH2:14][CH:15]=[C:16]([CH3:23])[CH2:17][CH2:18][CH:19]=[C:20]([CH3:22])[CH3:21])=[CH:7][C:6]([OH:26])=[O:5] |f:0.1|. Procedure: Under argon atmosphere, potassium hydroxide (19.4 g) was dissolved in 2-propanol (200 ml) under reflux, and the solution was added dropwise with (2E, 4E, 6E, 10E)-3,7,11,15-tetramethyl-2,4,6,10,14-hexadecapentaenoic acid ethyl ester (48.6 g) dissolved in 2-propanol (50 ml). After the mixture was stirred for 10 minutes under reflux, ice water was added to the reaction mixture and the aqueous layer was washed with n-hexane. The aqueous layer was made acid with 10% aqueous hydrochloric acid, and th... The reactants are [BH-](OC(=O)C)(OC(=O)C)OC(=O)C.[Na+] (NaBH(OAc)3), Cl (hydrochloride), N[C@@H](CC1=CNC2=CC=CC=C12)C(=O)N (L-tryptophanamide), C(=O)(O)[O-].[Na+] (NaHCO3), C(=O)(O)[O-].[Na+] (NaHCO3), base, CN(C1(CCC(CC1)=O)C1=CC=CC=C1)C (4-(dimethylamino)-4-phenylcyclohexanone), C(C)(=O)O (acetic acid), [O-]S(=O)(=O)[O-].[Na+].[Na+] (Na2SO4). Run in O1CCCC1 (tetrahydrofuran), ClCCCl (1,2-dichloroethane), O1CCCC1 (tetrahydrofuran), ClCCCl (1,2-dichloroethane). Run at time 2 day. Product: CN(C1(CCC(CC1)N[C@H](C(=O)N)CC1=CNC2=CC=CC=C12)C1=CC=CC=C1)C ((S)-2-(4-(dimethylamino)-4-phenylcyclohexylamino)-3-(1H-indol-3-yl)propanamide). Reaction SMILES: Cl.[NH2:2][C@H:3]([C:14]([NH2:16])=[O:15])[CH2:4][C:5]1[C:13]2[C:8](=[CH:9][CH:10]=[CH:11][CH:12]=2)[NH:7][CH:6]=1.C([O-])(O)=O.[Na+].[CH3:22][N:23]([CH3:37])[C:24]1([C:31]2[CH:36]=[CH:35][CH:34]=[CH:33][CH:32]=2)[CH2:29][CH2:28][C:27](=O)[CH2:26][CH2:25]1.C(O)(=O)C.[O-]S([O-])(=O)=O.[Na+].[Na+].[BH-](OC(C)=O)(OC(C)=O)OC(C)=O.[Na+]>O1CCCC1.ClCCCl>[CH3:22][N:23]([CH3:37])[C:24]1([C:31]2[CH:32]=[CH:33][CH:34]=[CH:35][CH:36]=2)[CH2:25][CH2:26][CH:27]([NH:2][C@@H:3]([CH2:4][C:5]2[C:13]3[C:8](=[CH:9][CH:10]=[CH:11][CH:12]=3)[NH:7][CH:6]=2)[C:14]([NH2:16])=[O:15])[CH2:28][CH2:29]1 |f:2.3,6.7.8,9.10|. Reported procedure: The hydrochloride of L-tryptophanamide (1.49 g, 6.3 mmol) was vigorously stirred with 1,2-dichloroethane (30 ml), tetrahydrofuran (20 ml) and saturated NaHCO3 solution (40 ml) for 15 min and the aqueous phase was then immediately extracted with a tetrahydrofuran/ethyl acetate mixture (1:3.5×40 ml). After drying with Na2SO4 the organic phase was concentrated to low volume. The released base (1.3 g, 6.3 mmol) and 4-(dimethylamino)-4-phenylcyclohexanone (1.3 g, 6.3 mmol) were dissolved in tetrahydr... Reactants: FC=1C(=C(C2=C(C=CO2)C1)Br)F (5,6-difluoro-7-bromobenzofuran), C(C1=CC=CC=C1)N1CC(C(CC1)=O)C (1-benzyl-3-methyl-4-oxopiperidine). Product: C(C1=CC=CC=C1)N1CC(C(CC1)(C1=C(C(=CC=2C=COC21)F)F)O)C (1-benzyl-3-methyl-4-hydroxy-4-(5,6-difluorobenzofur-7-yl)piperidine). Yield: 38.7%. As a reaction SMILES: [F:1][C:2]1[C:3]([F:12])=[C:4](Br)[C:5]2[O:9][CH:8]=[CH:7][C:6]=2[CH:10]=1.[CH2:13]([N:20]1[CH2:25][CH2:24][C:23](=[O:26])[CH:22]([CH3:27])[CH2:21]1)[C:14]1[CH:19]=[CH:18][CH:17]=[CH:16][CH:15]=1>>[CH2:13]([N:20]1[CH2:25][CH2:24][C:23]([OH:26])([C:4]2[C:5]3[O:9][CH:8]=[CH:7][C:6]=3[CH:10]=[C:2]([F:1])[C:3]=2[F:12])[CH:22]([CH3:27])[CH2:21]1)[C:14]1[CH:15]=[CH:16][CH:17]=[CH:18][CH:19]=1. Procedure: Beginning with 0.22 gm (0.94 mMol) 5,6-difluoro-7-bromobenzofuran and 0.21 gm (1.04 mMol) 1-benzyl-3-methyl-4-oxopiperidine, 0.13 gm (38%) of the desired compound were prepared essentially as described in EXAMPLE 19. The reactants are C1(=CC=CC=C1)C(C1=CC=CC=C1)OC(=O)C=1N2C([C@H]([C@H]2SCC1CSC1=NN2C(=NC(=CC2=O)C)S1)NC(\C(=N/OC(C1=C(C=C(C(=C1)OC(CCl)=O)OC(CCl)=O)C)=O)\C=1N=C(SC1)NC(C1=CC=CC=C1)(C1=CC=CC=C1)C1=CC=CC=C1)=O)=O ((6R, 7R)-7-[2-(2-triphenylmethylamino-4-thiazolyl)-2-[Z-[4,5-bis(chloroacetoxy)-2-methylbenzoyl]oxyimino]acetamido]-3-[(7-methyl-5-oxo-5H-1,3,4-thiadiazolo[3,2-a]pyrimidin-2-yl)thiomethyl]-8-oxo-5-thia-1-azabicyclo[4.2.0]oct-2-ene-2-carboxylic acid diphenylmethyl ester), C1(=CC=CC=C1)OC (anisole), FC(C(=O)O)(F)F (trifluoroacetic acid). Run in ClC(C)Cl (dichloroethane). Conditions: time 5 hour. Yields the product NC=1SC=C(N1)/C(/C(=O)N[C@H]1[C@H]2SCC(=C(N2C1=O)C(=O)O)CSC1=NN2C(=NC(=CC2=O)C)S1)=N/OC(C1=C(C=C(C(=C1)OC(CCl)=O)OC(CCl)=O)C)=O ((6R, 7R)-7-[2-(2-amino-4-thiazolyl)-2-[Z-[4,5-bis(chloroacetoxy)-2-methylbenzoyl]oxyimino]acetamido]-3-[(7-methyl-5-oxo-5H-1,3,4-thiadiazolo[3,2-a]pyrimidin-2-yl)thiomethyl]-8-oxo-5-thia-1-azabicyclo[4.2.0]oct-2-ene-2-carboxylic acid). The yield is 93.3%. Reaction SMILES: C1(C([O:14][C:15]([C:17]2[N:18]3[C@H:21]([S:22][CH2:23][C:24]=2[CH2:25][S:26][C:27]2[S:37][C:30]4=[N:31][C:32]([CH3:36])=[CH:33][C:34](=[O:35])[N:29]4[N:28]=2)[C@H:20]([NH:38][C:39](=[O:87])/[C:40](/[C:62]2[N:63]=[C:64]([NH:67]C(C4C=CC=CC=4)(C4C=CC=CC=4)C4C=CC=CC=4)[S:65][CH:66]=2)=[N:41]\[O:42][C:43](=[O:61])[C:44]2[CH:49]=[C:48]([O:50][C:51](=[O:54])[CH2:52][Cl:53])[C:47]([O:55][C:56](=[O:59])[CH2:57][Cl:58])=[CH:46][C:45]=2[CH3:60])[C:19]3=[O:88])=[O:16])C2C=CC=CC=2)C=CC=CC=1.C1(OC)C=CC=CC=1.FC(F)(F)C(O)=O>ClC(Cl)C>[NH2:67][C:64]1[S:65][CH:66]=[C:62](/[C:40](=[N:41]/[O:42][C:43](=[O:61])[C:44]2[CH:49]=[C:48]([O:50][C:51](=[O:54])[CH2:52][Cl:53])[C:47]([O:55][C:56](=[O:59])[CH2:57][Cl:58])=[CH:46][C:45]=2[CH3:60])/[C:39]([NH:38][C@@H:20]2[C:19](=[O:88])[N:18]3[C@@H:21]2[S:22][CH2:23][C:24]([CH2:25][S:26][C:27]2[S:37][C:30]4=[N:31][C:32]([CH3:36])=[CH:33][C:34](=[O:35])[N:29]4[N:28]=2)=[C:17]3[C:15]([OH:16])=[O:14])=[O:87])[N:63]=1. Reported procedure: To a solution of the product obtained in Step 5 (0.47 g) in dichloroethane (3.5 ml) were added anisole (0.23 ml) and trifluoroacetic acid (0.47 ml) under ice cooling, and the resulting solution was stirred at room temperature for five hours. After removing the solvent under reduced pressure, the residue was crystallized with ether, giving 0.3 g of the objective compound (as trifluoroacetic acid salt). Reactants: C(C)(=O)O[BH-](OC(C)=O)OC(C)=O.[Na+] (sodium triacetoxyborohydride), C(C)(=O)O (acetic acid), C(C)(=O)O[BH-](OC(C)=O)OC(C)=O.[Na+] (sodium triacetoxyborohydride), NC1=CC=C2C=3C(=CC=C(C3NC2=C1)C(=O)N)C1=C(C(=CC=C1)NC(C1=CC=C(C=C1)F)=O)C (7-amino-4-(3-(4-fluorobenzamido)-2-methylphenyl)-9H-carbazole-1-carboxamide), CC(=O)C (acetone), C(C)(=O)O (acetic acid), C(=O)(O)[O-].[Na+] (NaHCO3). Solvent: ClCCCl (1,2-dichloroethane). Reaction conditions: temperature 40 celsius, time 4 hour. Yields the product FC1=CC=C(C(=O)NC=2C(=C(C=CC2)C2=CC=C(C=3NC4=CC(=CC=C4C23)NC(C)C)C(=O)N)C)C=C1 (4-(3-(4-fluorobenzamido)-2-methylphenyl)-7-(isopropylamino)-9H-carbazole-1-carboxamide). The yield is 48.0%. As a reaction SMILES: [NH2:1][C:2]1[CH:14]=[C:13]2[C:5]([C:6]3[C:7]([C:18]4[CH:23]=[CH:22][CH:21]=[C:20]([NH:24][C:25](=[O:33])[C:26]5[CH:31]=[CH:30][C:29]([F:32])=[CH:28][CH:27]=5)[C:19]=4[CH3:34])=[CH:8][CH:9]=[C:10]([C:15]([NH2:17])=[O:16])[C:11]=3[NH:12]2)=[CH:4][CH:3]=1.[CH3:35][C:36]([CH3:38])=O.C(O)(=O)C.C(O[BH-](OC(=O)C)OC(=O)C)(=O)C.[Na+].C([O-])(O)=O.[Na+]>ClCCCl>[F:32][C:29]1[CH:28]=[CH:27][C:26]([C:25]([NH:24][C:20]2[C:19]([CH3:34])=[C:18]([C:7]3[C:6]4[C:5]5[C:13](=[CH:14][C:2]([NH:1][CH:36]([CH3:38])[CH3:35])=[CH:3][CH:4]=5)[NH:12][C:11]=4[C:10]([C:15]([NH2:17])=[O:16])=[CH:9][CH:8]=3)[CH:23]=[CH:22][CH:21]=2)=[O:33])=[CH:31][CH:30]=1 |f:3.4,5.6|. Procedure details: A suspension of 7-amino-4-(3-(4-fluorobenzamido)-2-methylphenyl)-9H-carbazole-1-carboxamide (Example 54-5, 1 g, 2.210 mmol), acetone (3.4 mL, 20 eq.), and acetic acid (0.443 mL, 7.74 mmol) in 1,2-dichloroethane (220 mL) was treated with sodium triacetoxyborohydride (1.639 g, 7.74 mmol) and stirred at 40° C. for 4 h. Additional sodium triacetoxyborohydride (520 mg, 1.1 eq) and acetic acid (0.19 mL, 1.5 eq) were added and the mixture was stirred overnight. The mixture was treated with NaHCO3 (aq) ... Starting materials: CC1(OB(OC1(C)C)C=1C=NNC1)C (4-(4,4,5,5-tetramethyl-1,3,2-dioxaborolan-2-yl)-1H-pyrazole), BrCCO[Si](C)(C)C(C)(C)C ((2-bromoethoxy)(tert-butyl)dimethylsilane), C([O-])([O-])=O.[Cs+].[Cs+] (cesium carbonate). Run in C(C)(=O)OCC (ethyl acetate), C(C)#N (acetonitrile). Yields the product [Si](C)(C)(C(C)(C)C)OCCN1N=CC(=C1)B1OC(C(O1)(C)C)(C)C (1-(2-{[tert-butyl(dimethyl)silyl]oxy}ethyl)-4-(4,4,5,5-tetramethyl-1,3,2-dioxaborolan-2-yl)-1H-pyrazole). RXN SMILES: [CH3:1][C:2]1([CH3:14])[C:6]([CH3:8])([CH3:7])[O:5][B:4]([C:9]2[CH:10]=[N:11][NH:12][CH:13]=2)[O:3]1.Br[CH2:16][CH2:17][O:18][Si:19]([C:22]([CH3:25])([CH3:24])[CH3:23])([CH3:21])[CH3:20].C(=O)([O-])[O-].[Cs+].[Cs+]>C(#N)C.C(OCC)(=O)C>[Si:19]([O:18][CH2:17][CH2:16][N:12]1[CH:13]=[C:9]([B:4]2[O:5][C:6]([CH3:7])([CH3:8])[C:2]([CH3:14])([CH3:1])[O:3]2)[CH:10]=[N:11]1)([C:22]([CH3:25])([CH3:24])[CH3:23])([CH3:21])[CH3:20] |f:2.3.4|. Procedure: A mixture of 4-(4,4,5,5-tetramethyl-1,3,2-dioxaborolan-2-yl)-1H-pyrazole (0.05 g, 0.2 mmol), (2-bromoethoxy)(tert-butyl)dimethylsilane (61 uL, 0.28 mmol, Aldrich, Cat. No. 428426), and cesium carbonate (250 mg, 0.77 mmol) in acetonitrile (1 mL) was stirred at 90° C. overnight. After cooling it was diluted with ethyl acetate. Then the organic solution was washed with water, brine; dried over Na2SO4. After filtration the filtrate was concentrated to yield 74 mg of product which was directly used i... Reactants: ClCCCOC1=C(C=C(C=C1)C(C)=O)OC (1-[4-(3-chloropropoxy)-3-methoxyphenyl]ethanone), O (H2O), C(F)(F)(F)C(=O)O (CF3CO2H). Solvent: CC#N (CH3CN). The product is ClCCCOC1=C(C=C(C=C1)C(CO)=O)OC (1-[4-(3-Chloropropoxy)-3-methoxyphenyl]-2-hydroxyethanone). As a reaction SMILES: [Cl:1][CH2:2][CH2:3][CH2:4][O:5][C:6]1[CH:11]=[CH:10][C:9]([C:12](=[O:14])[CH3:13])=[CH:8][C:7]=1[O:15][CH3:16].O.C(C(O)=[O:23])(F)(F)F>CC#N>[Cl:1][CH2:2][CH2:3][CH2:4][O:5][C:6]1[CH:11]=[CH:10][C:9]([C:12](=[O:14])[CH2:13][OH:23])=[CH:8][C:7]=1[O:15][CH3:16]. Procedure details: A solution of 1-[4-(3-chloropropoxy)-3-methoxyphenyl]ethanone (4.3 g, 17.7 mmol), [bis(trifluoroacetoxy)iodolbenzene (15.6 g, 36.2 mmol), H2O (18 ml), CF3CO2H (2.8 ml) and CH3CN (90 ml) was refluxed for 3 hours. The CH3CN was removed under reduced pressure and the resulting yellow liquid was partitioned between H2O and CH2Cl2. The biphasic mixture was filtered, the organic phase collected, washed with saturated NaHCO3 solution and concentrated to afford 1.5 g of an amorphous brown solid. The sol... Reactants: FC1=CC=C2CCC(C2=C1)=O (6-fluoroindan-1-one), C(C1=CC=CC=C1)N (benzylamine). Reagents/catalysts: O.C1(=CC=C(C=C1)S(=O)(=O)O)C (p-toluenesulfonic acid monohydrate). The solvent is C1(=CC=CC=C1)C (toluene). Reaction conditions: time 14 hour. Product: C(C1=CC=CC=C1)N=C1CCC2=CC=C(C=C12)F (Benzyl-(6-fluoroindan-1-ylidene)-amine). Isolated yield 100.0%. RXN SMILES: [F:1][C:2]1[CH:10]=[C:9]2[C:5]([CH2:6][CH2:7][C:8]2=O)=[CH:4][CH:3]=1.[CH2:12]([NH2:19])[C:13]1[CH:18]=[CH:17][CH:16]=[CH:15][CH:14]=1>C1(C)C=CC=CC=1.O.C1(C)C=CC(S(O)(=O)=O)=CC=1>[CH2:12]([N:19]=[C:8]1[C:9]2[C:5](=[CH:4][CH:3]=[C:2]([F:1])[CH:10]=2)[CH2:6][CH2:7]1)[C:13]1[CH:18]=[CH:17][CH:16]=[CH:15][CH:14]=1 |f:3.4|. Reported procedure: Combine 6-fluoroindan-1-one (14.57 g, 97.04 mmol) and benzylamine (10.60 mL, 97.04 mmol) in toluene (75 mL). Add p-toluenesulfonic acid monohydrate (0.923 g, 4.85 mmol). Attach a reflux condenser and heat the mixture under nitrogen to reflux over six hours, then stir at room temperature for 14 hours. Extract the mixture with ethyl acetate and water. Dry the resulting organics with magnesium sulfate, filter, and concentrate in vacuo to give the title compound as a red oil (23.22 g, 100%). MS (ES)... The reactants are BrBr (Bromine), COC=1C=C2C=CC(=C(C2=CC1)C=O)OCC1=CC=CC=C1 (6-methoxy-2-(phenylmethoxy)-1-naphthalenecarboxaldehyde). Run in C(C)(=O)O (acetic acid), C(C)(=O)O (acetic acid). Reaction conditions: time 8 hour. Yields the product BrC1=C2C=CC(=C(C2=CC=C1OC)C=O)OCC1=CC=CC=C1 (5-Bromo-6-methoxy-2-(phenylmethoxy)-1-naphthalenecarboxaldehyde). The yield is 82.1%. Reaction SMILES: [Br:1]Br.[CH3:3][O:4][C:5]1[CH:6]=[C:7]2[C:12](=[CH:13][CH:14]=1)[C:11]([CH:15]=[O:16])=[C:10]([O:17][CH2:18][C:19]1[CH:24]=[CH:23][CH:22]=[CH:21][CH:20]=1)[CH:9]=[CH:8]2>C(O)(=O)C>[Br:1][C:6]1[C:5]([O:4][CH3:3])=[CH:14][CH:13]=[C:12]2[C:7]=1[CH:8]=[CH:9][C:10]([O:17][CH2:18][C:19]1[CH:24]=[CH:23][CH:22]=[CH:21][CH:20]=1)=[C:11]2[CH:15]=[O:16]. Procedure details: Bromine (3.22 mL, 62.5 mmol) was dissolved in 60 mL of glacial acetic acid and added, over a 20 minute period, to a solution of 6-methoxy-2-(phenylmethoxy)-1-naphthalenecarboxaldehyde (17.4 g, 59.5 mmol, described in Example 5) in 270 mL of glacial acetic acid at 45° C. The resulting suspension was allowed to cool for 1 hour, then the precipitate was collected by filtration and washed thoroughly with absolute ethanol. The solid was suspended in 170 mL of toluene and concentrated by distillation ...